This data is from the Open Reaction Database (ORD), a public repository of structured organic reaction records. The task is: describe an organic reaction: reactants, conditions, products, and yield Reactants: Cl.Cl.C(C)OC(CC1=CC(=C(C=C1)OC)C=1C(=NC2=CC=CC=C2C1)CNCC)=O ([3-(2-ethylaminomethyl-quinolin-3-yl)-4-methoxy-phenyl]-acetic acid ethyl ester, dihydrochloride), COCC(=O)Cl (methoxyacetyl chloride). Product: C(C)OC(CC1=CC(=C(C=C1)OC)C=1C(=NC2=CC=CC=C2C1)CN(C(COC)=O)CC)=O ([3-(2-{[Ethyl-(2-methoxy-acetyl)-amino]-methyl}-quinolin-3-yl)-4-methoxy-phenyl]-acetic acid ethyl ester). As a reaction SMILES: Cl.Cl.[CH2:3]([O:5][C:6](=[O:30])[CH2:7][C:8]1[CH:13]=[CH:12][C:11]([O:14][CH3:15])=[C:10]([C:16]2[C:17]([CH2:26][NH:27][CH2:28][CH3:29])=[N:18][C:19]3[C:24]([CH:25]=2)=[CH:23][CH:22]=[CH:21][CH:20]=3)[CH:9]=1)[CH3:4].[CH3:31][O:32][CH2:33][C:34](Cl)=[O:35]>>[CH2:3]([O:5][C:6](=[O:30])[CH2:7][C:8]1[CH:13]=[CH:12][C:11]([O:14][CH3:15])=[C:10]([C:16]2[C:17]([CH2:26][N:27]([CH2:28][CH3:29])[C:34](=[O:35])[CH2:33][O:32][CH3:31])=[N:18][C:19]3[C:24]([CH:25]=2)=[CH:23][CH:22]=[CH:21][CH:20]=3)[CH:9]=1)[CH3:4] |f:0.1.2|. Reported procedure: Prepared according to the procedure described in Example 5, Step 5, using the following starting materials: [3-(2-ethylaminomethyl-quinolin-3-yl)-4-methoxy-phenyl]-acetic acid ethyl ester, dihydrochloride and methoxyacetyl chloride. The reactants are C1(=CC=CC=C1)P(C1=CC=CC=C1)C1=CC=CC=C1 (triphenylphosphine), [N+](=[N-])(C(=O)OCC)C(=O)OCC (DEAD), ClC=1C=CC(=NC1)NC(C1=C(C=CC=C1)O)=O (N-(5-chloropyridin-2-yl)-2-hydroxy-benzamide), C(C)(C)(C)OC(=O)N1CCC(CC1)CO (1-tert-butoxycarbonyl-piperidine-4-methanol), C1(=CC=CC=C1)P(C1=CC=CC=C1)C1=CC=CC=C1 (triphenylphosphine), [N+](=[N-])(C(=O)OCC)C(=O)OCC (diethyl diazodicarboxylate), C1CCOC1 (THF), C1CCOC1 (THF). Reaction conditions: time 16 hour. Yields the product Cl.ClC=1C=CC(=NC1)NC(C1=C(C=CC=C1)OCC1CCN(CC1)C(C)C)=O (N-(5-Chloropyridin-2-yl)-2-(1-isopropylpiperidin-4-ylmethoxy)benzamide Hydrochloride). Isolated yield 40.0%. Reaction SMILES: [Cl:1][C:2]1[CH:3]=[CH:4][C:5]([NH:8][C:9](=[O:17])[C:10]2[CH:15]=[CH:14][CH:13]=[CH:12][C:11]=2[OH:16])=[N:6][CH:7]=1.C(OC([N:25]1[CH2:30][CH2:29]C(CO)[CH2:27][CH2:26]1)=O)(C)(C)C.[C:33]1(P(C2C=CC=CC=2)C2C=CC=CC=2)C=CC=CC=1.[N+](C(OCC)=O)(C(OCC)=O)=[N-].[CH2:64]1[CH2:68]O[CH2:66][CH2:65]1>>[ClH:1].[Cl:1][C:2]1[CH:3]=[CH:4][C:5]([NH:8][C:9](=[O:17])[C:10]2[CH:15]=[CH:14][CH:13]=[CH:12][C:11]=2[O:16][CH2:66][CH:65]2[CH2:29][CH2:30][N:25]([CH:26]([CH3:27])[CH3:33])[CH2:68][CH2:64]2)=[N:6][CH:7]=1 |f:5.6|. Reported procedure: A solution of N-(5-chloropyridin-2-yl)-2-hydroxy-benzamide (200 mg, 0.806 mmol), 1-tert-butoxycarbonyl-piperidine-4-methanol (191 mg, 0.887 mmol), and triphenylphosphine (232 mg, 0.887 mmol) in THF was treated dropwise with a THF solution of diethyl diazodicarboxylate (DEAD) (0.14 mL, 0.887 mmol in 1 mL of THF). After 16 h, the mixture was treated with an additional equivalent of triphenylphosphine and DEAD. After 2 h, the mixture was concentrated, diluted with methylene chloride, and filtered. ... The reactants are FC=1C=CC(=C(CO)C1)OCCC1=CC=C(C=C1)C(F)(F)F (5-fluoro-2-[2-(4-trifluoromethylphenyl)ethoxy]benzyl alcohol), Br.C1(=CC=CC=C1)P(C1=CC=CC=C1)C1=CC=CC=C1 (triphenylphosphine hydrobromide). The solvent is C(C)#N (acetonitrile). Product: [Br-].FC=1C=CC(=C(C[P+](C2=CC=CC=C2)(C2=CC=CC=C2)C2=CC=CC=C2)C1)OCCC1=CC=C(C=C1)C(F)(F)F ({5-Fluoro-2-[2-(4-trifluoromethylphenyl)ethoxy]benzyl}triphenylphosphonium bromide). Reaction SMILES: [F:1][C:2]1[CH:3]=[CH:4][C:5]([O:10][CH2:11][CH2:12][C:13]2[CH:18]=[CH:17][C:16]([C:19]([F:22])([F:21])[F:20])=[CH:15][CH:14]=2)=[C:6]([CH:9]=1)[CH2:7]O.[BrH:23].[C:24]1([P:30]([C:37]2[CH:42]=[CH:41][CH:40]=[CH:39][CH:38]=2)[C:31]2[CH:36]=[CH:35][CH:34]=[CH:33][CH:32]=2)[CH:29]=[CH:28][CH:27]=[CH:26][CH:25]=1>C(#N)C>[Br-:23].[F:1][C:2]1[CH:3]=[CH:4][C:5]([O:10][CH2:11][CH2:12][C:13]2[CH:18]=[CH:17][C:16]([C:19]([F:22])([F:21])[F:20])=[CH:15][CH:14]=2)=[C:6]([CH:9]=1)[CH2:7][P+:30]([C:31]1[CH:32]=[CH:33][CH:34]=[CH:35][CH:36]=1)([C:37]1[CH:42]=[CH:41][CH:40]=[CH:39][CH:38]=1)[C:24]1[CH:25]=[CH:26][CH:27]=[CH:28][CH:29]=1 |f:1.2,4.5|. Procedure details: 1.7 g (5.41 mmol) of 5-fluoro-2-[2-(4-trifluoromethylphenyl)ethoxy]benzyl alcohol and 1.76 g (5.14 mmol) of triphenylphosphine hydrobromide are heated under reflux in 20 ml of acetonitrile for three hours. A first product fraction is crystallized at −20° C. The mother liquor is concentrated, the residue is dissolved in dichloromethane, and a second fraction is crystallized with diethyl ether. A total of 2.71 g (76% of theory) of the title compound is obtained. Reactants: C(C)(C)C1=NN=C(N1C=1C=C(C=C(C1)C1=CC=C(C=C1)C)C(=O)O)C (5-(3-isopropyl-5-methyl-[1,2,4]triazol-4-yl)-4′-methyl-biphenyl-3-carboxylic acid), N1=C(C=NC=C1)C(C)N (1-pyrazin-2-yl-ethylamine). Yields the product N1=C(C=NC=C1)C(C)NC(=O)C=1C=C(C=C(C1)N1C(=NN=C1C)C(C)C)C1=CC=C(C=C1)C (5-(3-Isopropyl-5-methyl-[1,2,4]triazol-4-yl)-4′-methyl-biphenyl-3-carboxylic acid (1-pyrazin-2-yl-ethyl)-amide). RXN SMILES: [CH:1]([C:4]1[N:8]([C:9]2[CH:10]=[C:11]([C:22](O)=[O:23])[CH:12]=[C:13]([C:15]3[CH:20]=[CH:19][C:18]([CH3:21])=[CH:17][CH:16]=3)[CH:14]=2)[C:7]([CH3:25])=[N:6][N:5]=1)([CH3:3])[CH3:2].[N:26]1[CH:31]=[CH:30][N:29]=[CH:28][C:27]=1[CH:32]([NH2:34])[CH3:33]>>[N:26]1[CH:31]=[CH:30][N:29]=[CH:28][C:27]=1[CH:32]([NH:34][C:22]([C:11]1[CH:12]=[C:13]([C:15]2[CH:16]=[CH:17][C:18]([CH3:21])=[CH:19][CH:20]=2)[CH:14]=[C:9]([N:8]2[C:7]([CH3:25])=[N:6][N:5]=[C:4]2[CH:1]([CH3:3])[CH3:2])[CH:10]=1)=[O:23])[CH3:33]. Reported procedure: 5-(3-Isopropyl-5-methyl-[1,2,4]triazol-4-yl)-4′-methyl-biphenyl-3-carboxylic acid (1-pyrazin-2-yl-ethyl)-amide was prepared from 5-(3-isopropyl-5-methyl-[1,2,4]triazol-4-yl)-4′-methyl-biphenyl-3-carboxylic acid and 1-pyrazin-2-yl-ethylamine using the procedure of step 4 of Example 6. Starting materials: ClC1=NC=C(C(=N1)C=1C=C(C=CC1)NC(C=C)=O)Cl (N-(3-(2,5-dichloropyrimidin-4-yl)phenyl)acrylamide), NC=1C=CC(=C(C1)O)N1CCOCC1 (5-amino-2-morpholinophenol), C([O-])([O-])=O.[K+].[K+] (potassium carbonate). Reagents/catalysts: C=1C=CC(=CC1)/C=C/C(=O)/C=C/C2=CC=CC=C2.C=1C=CC(=CC1)/C=C/C(=O)/C=C/C2=CC=CC=C2.C=1C=CC(=CC1)/C=C/C(=O)/C=C/C2=CC=CC=C2.[Pd].[Pd] (Pd2dba3), C1(=CC=CC=C1)P(C1=CC=CC=2C(C3=CC=CC(=C3OC12)P(C1=CC=CC=C1)C1=CC=CC=C1)(C)C)C1=CC=CC=C1 (4,5-bis(diphenylphosphino)-9,9-dimethylxanthene). Run in CC(C)(C)O (t-BuOH). Reaction conditions: temperature 140 celsius. Product: ClC=1C(=NC(=NC1)NC1=CC(=C(C=C1)N1CCOCC1)O)C=1C=C(C=CC1)NC(C=C)=O (N-(3-(5-Chloro-2-((3-Hydroxy-4-Morpholinophenyl)Amino)Pyrimidin-4-Yl)Phenyl)Acrylamide). Yield: 51.6%. Reaction SMILES: Cl[C:2]1[N:7]=[C:6]([C:8]2[CH:9]=[C:10]([NH:14][C:15](=[O:18])[CH:16]=[CH2:17])[CH:11]=[CH:12][CH:13]=2)[C:5]([Cl:19])=[CH:4][N:3]=1.[NH2:20][C:21]1[CH:22]=[CH:23][C:24]([N:28]2[CH2:33][CH2:32][O:31][CH2:30][CH2:29]2)=[C:25]([OH:27])[CH:26]=1.C(=O)([O-])[O-].[K+].[K+]>CC(O)(C)C.C1C=CC(/C=C/C(/C=C/C2C=CC=CC=2)=O)=CC=1.C1C=CC(/C=C/C(/C=C/C2C=CC=CC=2)=O)=CC=1.C1C=CC(/C=C/C(/C=C/C2C=CC=CC=2)=O)=CC=1.[Pd].[Pd].C1(P(C2C=CC=CC=2)C2C3OC4C(=CC=CC=4P(C4C=CC=CC=4)C4C=CC=CC=4)C(C)(C)C=3C=CC=2)C=CC=CC=1>[Cl:19][C:5]1[C:6]([C:8]2[CH:9]=[C:10]([NH:14][C:15](=[O:18])[CH:16]=[CH2:17])[CH:11]=[CH:12][CH:13]=2)=[N:7][C:2]([NH:20][C:21]2[CH:22]=[CH:23][C:24]([N:28]3[CH2:29][CH2:30][O:31][CH2:32][CH2:33]3)=[C:25]([OH:27])[CH:26]=2)=[N:3][CH:4]=1 |f:2.3.4,6.7.8.9.10|. Reported procedure: N-(3-(2,5-dichloropyrimidin-4-yl)phenyl)acrylamide (151 mg, 0.515 mmol), 5-amino-2-morpholinophenol (100 mg, 0.515 mmol) and potassium carbonate (178 mg, 1.287 mmol) were dissolved in t-BuOH (5 mL) and Pd2dba3 (9.43 mg, 10.30 μmol) and 4,5-bis(diphenylphosphino)-9,9-dimethylxanthene (11.92 mg, 0.021 mmol) were added and then the reaction mixture was heated via microwave irradiation to 140° C. for 1 h. Reaction was monitored by TLC. After completion of the reaction, it was allowed to cool to abou... The reactants are ClCCl, ClC(Cl)SCc1ccccc1, O=C(OO)c1cccc(Cl)c1. Product: O=S(Cc1ccccc1)C(Cl)Cl. RXN SMILES: [CH2:23]([Cl:24])[Cl:25].[Cl:1][CH:2]([Cl:3])[S:4][CH2:5][c:6]1[cH:7][cH:8][cH:9][cH:10][cH:11]1.[OH:12][O:13][C:14]([c:15]1[cH:16][c:17]([Cl:18])[cH:19][cH:20][cH:21]1)=[O:22]>>[Cl:1][CH:2]([Cl:3])[S:4]([CH2:5][c:6]1[cH:7][cH:8][cH:9][cH:10][cH:11]1)=[O:12]. The reactants are ClCCl, CCCC[N+](CCCC)(CCCC)CCCC, CI, CC1(C)OC(=O)Nc2ccc(OCCCCS(=O)c3ccc(Cl)c(Cl)c3)cc21, [Na+], [OH-], O=S(=O)([O-])O. Yields the product CN1C(=O)OC(C)(C)c2cc(OCCCCS(=O)c3ccc(Cl)c(Cl)c3)ccc21. RXN SMILES: [CH2:33]([Cl:34])[Cl:35].[CH2:41]([N+:42]([CH2:43][CH2:44][CH2:45][CH3:46])([CH2:47][CH2:48][CH2:49][CH3:50])[CH2:51][CH2:52][CH2:53][CH3:54])[CH2:55][CH2:56][CH3:57].[CH3:29][I:30].[Cl:1][c:2]1[cH:3][c:4]([S:9](=[O:10])[CH2:11][CH2:12][CH2:13][CH2:14][O:15][c:16]2[cH:17][cH:18][c:19]3[c:20]([cH:28]2)[C:21]([CH3:26])([CH3:27])[O:22][C:23](=[O:25])[NH:24]3)[cH:5][cH:6][c:7]1[Cl:8].[Na+:32].[OH-:31].[S:36]([O-:37])([OH:38])(=[O:39])=[O:40]>>[Cl:1][c:2]1[cH:3][c:4]([S:9](=[O:10])[CH2:11][CH2:12][CH2:13][CH2:14][O:15][c:16]2[cH:17][cH:18][c:19]3[c:20]([cH:28]2)[C:21]([CH3:26])([CH3:27])[O:22][C:23](=[O:25])[N:24]3[CH3:29])[cH:5][cH:6][c:7]1[Cl:8]. Reactants: BrC=1C=C(C(=O)OCC)C=CC1 (ethyl 3-bromobenzoate), C(#C)[Si](C)(C)C (ethynyl trimethylsilane), C(C)(C)NC(C)C (diisopropylamine), cuprous iodide(I). Reagents/catalysts: [Pd](Cl)Cl.C1(=CC=CC=C1)P(C1=CC=CC=C1)C1=CC=CC=C1.C1(=CC=CC=C1)P(C1=CC=CC=C1)C1=CC=CC=C1 (bis(triphenylphosphine) palladium(II) chloride). Solvent: C1CCOC1 (THF). Product: C[Si](C)(C)C#CC=1C=C(C(=O)OCC)C=CC1 (ethyl 3-[(trimethylsilyl)-ethynyl]benzoate). Yield: 90.0%. RXN SMILES: Br[C:2]1[CH:3]=[C:4]([CH:10]=[CH:11][CH:12]=1)[C:5]([O:7][CH2:8][CH3:9])=[O:6].[C:13]([Si:15]([CH3:18])([CH3:17])[CH3:16])#[CH:14].C(NC(C)C)(C)C>C1COCC1.[Pd](Cl)Cl.C1(P(C2C=CC=CC=2)C2C=CC=CC=2)C=CC=CC=1.C1(P(C2C=CC=CC=2)C2C=CC=CC=2)C=CC=CC=1>[CH3:16][Si:15]([C:13]#[C:14][C:2]1[CH:3]=[C:4]([CH:10]=[CH:11][CH:12]=1)[C:5]([O:7][CH2:8][CH3:9])=[O:6])([CH3:18])[CH3:17] |f:4.5.6|. Reported procedure: A mixture of ethyl 3-bromobenzoate (1.0 g, 4.37 mmol), ethynyl trimethylsilane (644 mg, 6.56 mmol), diisopropylamine (929 mg, 9.20 mmol), cuprous iodide(I) (16.6 mg, 0.0872 mmol), and bis(triphenylphosphine) palladium(II) chloride (123 mg, 0.175 mmol) was heated at 45° C. for 5 h in dried THF (8 ml) under argon atmosphere. After cooling, the reaction was quenched by the addition of water, and the mixture was extracted with ethyl acetate. The organic layer was washed with brine, dried over sodium...